Dataset: the Open Reaction Database (ORD), a public repository of structured organic reaction records. Task: describe an organic reaction: reactants, conditions, products, and yield Starting materials: Fc1ccc(C2CNCCN2Cc2cncc(Br)c2)cc1, CC(=O)O[BH-](OC(C)=O)OC(C)=O, C=O, CO, [Na+]. Product: CN1CCN(Cc2cncc(Br)c2)C(c2ccc(F)cc2)C1. As a reaction SMILES: [Br:15][c:16]1[cH:17][c:18]([CH2:22][N:23]2[CH:24]([c:29]3[cH:30][cH:31][c:32]([F:35])[cH:33][cH:34]3)[CH2:25][NH:26][CH2:27][CH2:28]2)[cH:19][n:20][cH:21]1.[C:1]([O:2][BH-:3]([O:4][C:5](=[O:6])[CH3:7])[O:8][C:9](=[O:10])[CH3:11])(=[O:12])[CH3:13].[CH2:36]=[O:37].[CH3:38][OH:39].[Na+:14]>>[CH3:1][N:26]1[CH2:25][CH:24]([c:29]2[cH:30][cH:31][c:32]([F:35])[cH:33][cH:34]2)[N:23]([CH2:22][c:18]2[cH:17][c:16]([Br:15])[cH:21][n:20][cH:19]2)[CH2:28][CH2:27]1. Starting materials: C1(=CN2CCCC3=CC=CC1=C23)C=2C(NC(C2C2=CC(=CC=C2)OC)=O)=O (3-(5,6-dihydro-4H-pyrrolo[3,2,1-ij]quinolin-1-yl)-4-(3-methoxyphenyl)-1H-pyrrole-2,5-dione), [Mg] (magnesium). Run in CO (methanol), C(C)(=O)OCC (ethyl acetate). Yields the product C1(=CN2CCCC3=CC=CC1=C23)[C@@H]2C(NC([C@H]2C2=CC(=CC=C2)OC)=O)=O ((±)-trans-3-(5,6-dihydro-4H-pyrrolo[3,2,1-ij]quinolin-1-yl)-4-(3-methoxyphenyl)pyrrolidine-2,5-dione). Reaction SMILES: [C:1]1([C:13]2[C:14](=[O:27])[NH:15][C:16](=[O:26])[C:17]=2[C:18]2[CH:23]=[CH:22][CH:21]=[C:20]([O:24][CH3:25])[CH:19]=2)[C:11]2=[C:12]3[C:7](=[CH:8][CH:9]=[CH:10]2)[CH2:6][CH2:5][CH2:4][N:3]3[CH:2]=1.[Mg]>CO.C(OCC)(=O)C>[C:1]1([C@H:13]2[C@H:17]([C:18]3[CH:23]=[CH:22][CH:21]=[C:20]([O:24][CH3:25])[CH:19]=3)[C:16](=[O:26])[NH:15][C:14]2=[O:27])[C:11]2=[C:12]3[C:7](=[CH:8][CH:9]=[CH:10]2)[CH2:6][CH2:5][CH2:4][N:3]3[CH:2]=1. Reported procedure: A mixture of 3-(5,6-dihydro-4H-pyrrolo[3,2,1-ij]quinolin-1-yl)-4-(3-methoxyphenyl)-1H-pyrrole-2,5-dione (0.73 g, 2.04 mmol), magnesium (0.89 g, 36.7 mmol) in anhydrous methanol was heated to reflux for 1.5 h. After cooling to room temperature, the light yellow solution was diluted with ethyl acetate (200 mL), washed with 1.0 M hydrochloric acid (2×50 mL), water (100 mL), dried over sodium sulfate and concentrated to provide a light brown solid. The residue was purified by column chromatography o... Starting materials: C(#CCCCCCCCC)C1=CC=C(CN(C=2C=C(C(=O)OC)C=CC2)C(CCCCC)=O)C=C1 (methyl 3-[(4-dec-1-yn-1-ylbenzyl)(hexanoyl)amino]benzoate), [OH-].[Na+] (NaOH). Solvent: CO (MeOH). Product: C(#CCCCCCCCC)C1=CC=C(CN(C=2C=C(C(=O)O)C=CC2)C(CCCCC)=O)C=C1 (3-[(4-dec-1-yn-1-ylbenzyl)(hexanoyl)amino]benzoic acid). RXN SMILES: [C:1]([C:11]1[CH:35]=[CH:34][C:14]([CH2:15][N:16]([C:27](=[O:33])[CH2:28][CH2:29][CH2:30][CH2:31][CH3:32])[C:17]2[CH:18]=[C:19]([CH:24]=[CH:25][CH:26]=2)[C:20]([O:22]C)=[O:21])=[CH:13][CH:12]=1)#[C:2][CH2:3][CH2:4][CH2:5][CH2:6][CH2:7][CH2:8][CH2:9][CH3:10].[OH-].[Na+]>CO>[C:1]([C:11]1[CH:35]=[CH:34][C:14]([CH2:15][N:16]([C:27](=[O:33])[CH2:28][CH2:29][CH2:30][CH2:31][CH3:32])[C:17]2[CH:18]=[C:19]([CH:24]=[CH:25][CH:26]=2)[C:20]([OH:22])=[O:21])=[CH:13][CH:12]=1)#[C:2][CH2:3][CH2:4][CH2:5][CH2:6][CH2:7][CH2:8][CH2:9][CH3:10] |f:1.2|. Procedure: The titled compound was prepared following the procedure F using methyl 3-[(4-dec-1-yn-1-ylbenzyl)(hexanoyl)amino]benzoate and NaOH 5N aq in the presence of MeOH as a pale yellow oil (89%). 1H NMR (CDCl3, 300 MHz) δ 8.06 (d, J=7.5 Hz, 1H), 7.82 (s, 1H), 7.43 (m, 1H), 7.31 (d, J=8.3 Hz, 2H), 7.12 (m, 3H), 4.91 (s, 2H), 2.39 (t. J=7.0 Hz, 2H), 2.07 (m, 2H), 1.60 (m, 4H), 1.44 (m, 2H), 1.35-1.17 (m, 12H), 0.86 (m, 6H). M− (ESI): 460.6; M+ (ESI): 462.5. HPLC, Rt: 5.65 min (Purity: 99.5%). As a reaction SMILES: C[N:2](C)[CH:3]=[CH:4][C:5]([C:7]1[C:12](=[O:13])[CH:11]=[CH:10][N:9]([C:14]2[CH:19]=[CH:18][CH:17]=[CH:16][C:15]=2[CH3:20])[N:8]=1)=O.[C:22]1([NH:28]N)[CH:27]=[CH:26][CH:25]=[CH:24][CH:23]=1>CO>[CH3:20][C:15]1[CH:16]=[CH:17][CH:18]=[CH:19][C:14]=1[N:9]1[CH:10]=[CH:11][C:12](=[O:13])[C:7]([C:5]2[N:28]([C:22]3[CH:27]=[CH:26][CH:25]=[CH:24][CH:23]=3)[N:2]=[CH:3][CH:4]=2)=[N:8]1. Product: CC1=C(C=CC=C1)N1N=C(C(C=C1)=O)C1=CC=NN1C1=CC=CC=C1 (1-(2-methylphenyl)-3-(1-phenyl-1H-pyrazol-5-yl)pyridazin-4(1H)-one). Isolated yield 11.9%. Starting materials: CN(C=CC(=O)C1=NN(C=CC1=O)C1=C(C=CC=C1)C)C (3-[3-(dimethylamino)prop-2-enoyl]-1-(2-methylphenyl)pyridazin-4(1H)-one), C1(=CC=CC=C1)NN (phenylhydrazine). The solvent is CO (methanol). Reported procedure: To a solution of 3-[3-(dimethylamino)prop-2-enoyl]-1-(2-methylphenyl)pyridazin-4(1H)-one (crude, 1298 mg, 4.59 mmol) in 20 mL of methanol was added phenylhydrazine (744 mg, 6.89 mmol). The mixture was refluxed for 4 h and concentrated. The residue was dissolved in dichloromethane (20 mL), washed with 1N HCl aqueous solution and brine, dried over Na2SO4, and concentrated under reduced pressure. The residue was purified by prep-HPLC to give 1-(2-methylphenyl)-3-(1-phenyl-1H-pyrazol-5-yl)pyridazin-... The reactants are CC(C)(C)N=C=S, CCO, COc1cnccc1CC(N)CO. The product is COc1cnccc1CC(CO)NC(=S)NC(C)(C)C. RXN SMILES: [C:14]([CH3:15])([CH3:16])([CH3:17])[N:18]=[C:19]=[S:20].[CH3:21][CH2:22][OH:23].[NH2:1][CH:2]([CH2:3][OH:4])[CH2:5][c:6]1[c:7]([O:12][CH3:13])[cH:8][n:9][cH:10][cH:11]1>>[NH:1]([CH:2]([CH2:3][OH:4])[CH2:5][c:6]1[c:7]([O:12][CH3:13])[cH:8][n:9][cH:10][cH:11]1)[C:19]([NH:18][C:14]([CH3:15])([CH3:16])[CH3:17])=[S:20]. Starting materials: CCOC(=O)C (EtOAc), ClC1=C(C=C(N)C=C1)C(F)(F)F (4-chloro-3-(trifluoromethyl)aniline), N1=CC=CC=C1 (pyridine), ClC(=O)OC1=CC=CC=C1 (phenyl chloroformate). Solvent: C(Cl)Cl (DCM). Reaction conditions: temperature 0 celsius. The product is ClC1=C(C=C(C=C1)NC(OC1=CC=CC=C1)=O)C(F)(F)F (phenyl N-[4-chloro-3-(trifluoromethyl)phenyl]carbamate). Yield: 72.1%. As a reaction SMILES: [Cl:1][C:2]1[CH:8]=[CH:7][C:5]([NH2:6])=[CH:4][C:3]=1[C:9]([F:12])([F:11])[F:10].N1C=CC=CC=1.Cl[C:20]([O:22][C:23]1[CH:28]=[CH:27][CH:26]=[CH:25][CH:24]=1)=[O:21].CCOC(C)=O>C(Cl)Cl>[Cl:1][C:2]1[CH:8]=[CH:7][C:5]([NH:6][C:20](=[O:21])[O:22][C:23]2[CH:28]=[CH:27][CH:26]=[CH:25][CH:24]=2)=[CH:4][C:3]=1[C:9]([F:10])([F:11])[F:12]. Procedure: Add 4-chloro-3-(trifluoromethyl)aniline (1.0 g, 5.1 mmol) and pyridine (1.0 g, 12.8 mmol) in DCM (10 mL), stir well and cool to 0° C. Add phenyl chloroformate (1.04 g, 6.6 mmol) at 0° C. After addition, stir the reaction at room temperature for 1 hr. TLC (EtOAc:PE=1:2) shows the reaction is complete. Wash the organic layer with 1M HCl solution (20 mL) and brine (20 mL) respectively. Dry over anhydrous Na2SO4; concentrate under reduced pressure to give the target compound (1.16 g) which is used w...